This data is from the Open Reaction Database (ORD), a public repository of structured organic reaction records. The task is: describe an organic reaction: reactants, conditions, products, and yield Reactants: NC1=C(SC(=C1)Br)C(=O)OC (methyl 3-amino-5-bromothiophene-2-carboxylate), C[Si]([N-][Si](C)(C)C)(C)C.[Li+].O1CCCC1 (lithium hexamethyldisilazide tetrahydrofuran), O=C1O[C@]2(CN([C@@H]1C2)C(=O)OC(C)(C)C)C2=CC=CC=C2 (tert-butyl (1S,4R)-3-oxo-1-phenyl-2-oxa-5-azabicyclo[2.2.1]heptane-5-carboxylate), Cl (hydrochloric acid). Solvent: O1CCCC1 (tetrahydrofuran), O1CCCC1 (tetrahydrofuran). Run at time 30 minute. The product is BrC1=CC(=C(S1)C(=O)OC)NC(=O)C1N(CC(C1)(C1=CC=CC=C1)O)C(=O)OC(C)(C)C (tert-butyl 2-{[5-bromo-2-(methoxycarbonyl)thiophen-3-yl]carbamoyl}-4-hydroxy-4-phenylpyrrolidine-1-carboxylate). As a reaction SMILES: [NH2:1][C:2]1[CH:6]=[C:5]([Br:7])[S:4][C:3]=1[C:8]([O:10][CH3:11])=[O:9].C[Si](C)(C)[N-][Si](C)(C)C.[Li+].O1CCCC1.[O:27]=[C:28]1[C@H:33]2[CH2:34][C@:30]([C:42]3[CH:47]=[CH:46][CH:45]=[CH:44][CH:43]=3)([CH2:31][N:32]2[C:35]([O:37][C:38]([CH3:41])([CH3:40])[CH3:39])=[O:36])[O:29]1.Cl>O1CCCC1>[Br:7][C:5]1[S:4][C:3]([C:8]([O:10][CH3:11])=[O:9])=[C:2]([NH:1][C:28]([CH:33]2[CH2:34][C:30]([OH:29])([C:42]3[CH:47]=[CH:46][CH:45]=[CH:44][CH:43]=3)[CH2:31][N:32]2[C:35]([O:37][C:38]([CH3:41])([CH3:40])[CH3:39])=[O:36])=[O:27])[CH:6]=1 |f:1.2.3|. Procedure: To a solution of methyl 3-amino-5-bromothiophene-2-carboxylate (1.14 g) produced in Example 1, step C in tetrahydrofuran (20 mL) was added 1M lithium hexamethyldisilazide-tetrahydrofuran solution (4.84 mL) at 0° C., and the mixture was stirred for 30 min. To the reaction mixture was added a solution of tert-butyl (1S,4R)-3-oxo-1-phenyl-2-oxa-5-azabicyclo[2.2.1]heptane-5-carboxylate (700 mg) in tetrahydrofuran (5 mL), and the mixture was stirred at room temperature for 15 hr. The reaction mixture... Starting materials: C(C)(C)[Si](C(C)C)(C(C)C)C#C[B-](C#C[Si](C(C)C)(C(C)C)C(C)C)(C#C[Si](C(C)C)(C(C)C)C(C)C)C#C[Si](C(C)C)(C(C)C)C(C)C.[Li+] (Lithium tetrakis(triisopropylsilylethynyl)borate), [Cl-].C[NH+](C)C1=CC=CC=C1 (N,N-dimethylphenylammonium chloride). The solvent is C1(=CC=CC=C1)C (toluene). Yields the product C(C)(C)[Si](C(C)C)(C(C)C)C#C[B-](C#C[Si](C(C)C)(C(C)C)C(C)C)(C#C[Si](C(C)C)(C(C)C)C(C)C)C#C[Si](C(C)C)(C(C)C)C(C)C.C[NH+](C)C1=CC=CC=C1 (N,N-dimethylphenylammonium tetrakis(triisopropylsilylethynyl)borate). As a reaction SMILES: [CH:1]([Si:4]([C:11]#[C:12][B-:13]([C:38]#[C:39][Si:40]([CH:47]([CH3:49])[CH3:48])([CH:44]([CH3:46])[CH3:45])[CH:41]([CH3:43])[CH3:42])([C:26]#[C:27][Si:28]([CH:35]([CH3:37])[CH3:36])([CH:32]([CH3:34])[CH3:33])[CH:29]([CH3:31])[CH3:30])[C:14]#[C:15][Si:16]([CH:23]([CH3:25])[CH3:24])([CH:20]([CH3:22])[CH3:21])[CH:17]([CH3:19])[CH3:18])([CH:8]([CH3:10])[CH3:9])[CH:5]([CH3:7])[CH3:6])([CH3:3])[CH3:2].[Li+].[Cl-].[CH3:52][NH+:53]([C:55]1[CH:60]=[CH:59][CH:58]=[CH:57][CH:56]=1)[CH3:54]>C1(C)C=CC=CC=1>[CH:44]([Si:40]([C:39]#[C:38][B-:13]([C:14]#[C:15][Si:16]([CH:17]([CH3:19])[CH3:18])([CH:20]([CH3:22])[CH3:21])[CH:23]([CH3:25])[CH3:24])([C:12]#[C:11][Si:4]([CH:1]([CH3:3])[CH3:2])([CH:5]([CH3:7])[CH3:6])[CH:8]([CH3:10])[CH3:9])[C:26]#[C:27][Si:28]([CH:35]([CH3:36])[CH3:37])([CH:32]([CH3:33])[CH3:34])[CH:29]([CH3:30])[CH3:31])([CH:41]([CH3:43])[CH3:42])[CH:47]([CH3:48])[CH3:49])([CH3:45])[CH3:46].[CH3:52][NH+:53]([C:55]1[CH:60]=[CH:59][CH:58]=[CH:57][CH:56]=1)[CH3:54] |f:0.1,2.3,5.6|. Procedure details: Lithium tetrakis(triisopropylsilylethynyl)borate is dissolved in toluene and one equivalent of N,N-dimethylphenylammonium chloride is added. The LiCl which has precipitated out is filtered off. After removal of the toluene in vacuo, N,N-dimethylphenylammonium tetrakis(triisopropylsilylethynyl)borate is obtained. Reactants: C(C)C1=CC=C(C=C1)N1CCN(CC1)CC1=CC=C(C=C1)N (1-(p-ethylphenyl)-4-[(4-aminophenyl)methyl]piperazine), ClC1=CC=NC2=CC(=CC=C12)C(F)(F)F (4-chloro-7-(trifluoromethyl)quinoline). The product is C(C)C1=CC=C(C=C1)N1CCN(CC1)CC1=CC=C(C=C1)NC1=CC=NC2=CC(=CC=C12)C(F)(F)F (4-[[4-[[4-(p-ethylphenyl)-1-piperazinyl]methyl]phenyl]amino]-7-(trifluoromethyl)quinoline). RXN SMILES: [CH2:1]([C:3]1[CH:8]=[CH:7][C:6]([N:9]2[CH2:14][CH2:13][N:12]([CH2:15][C:16]3[CH:21]=[CH:20][C:19]([NH2:22])=[CH:18][CH:17]=3)[CH2:11][CH2:10]2)=[CH:5][CH:4]=1)[CH3:2].Cl[C:24]1[C:33]2[C:28](=[CH:29][C:30]([C:34]([F:37])([F:36])[F:35])=[CH:31][CH:32]=2)[N:27]=[CH:26][CH:25]=1>>[CH2:1]([C:3]1[CH:4]=[CH:5][C:6]([N:9]2[CH2:10][CH2:11][N:12]([CH2:15][C:16]3[CH:21]=[CH:20][C:19]([NH:22][C:24]4[C:33]5[C:28](=[CH:29][C:30]([C:34]([F:37])([F:35])[F:36])=[CH:31][CH:32]=5)[N:27]=[CH:26][CH:25]=4)=[CH:18][CH:17]=3)[CH2:13][CH2:14]2)=[CH:7][CH:8]=1)[CH3:2]. Reported procedure: In the manner given in Example 1C, 1-(p-ethylphenyl)-4-[(4-aminophenyl)methyl]piperazine and 4-chloro-7-(trifluoromethyl)quinoline are reacted together at reflux to give 4-[[4-[[4-(p-ethylphenyl)-1-piperazinyl]methyl]phenyl]amino]-7-(trifluoromethyl)quinoline. Reactants: CCOC(=O)CP(=O)(OCC)OCC, COc1ccc(C=O)cc1[N+](=O)[O-], CCOC(C)=O, [H-], [Na+], C1CCOC1, O. The product is CCOC(=O)C=Cc1ccc(OC)c([N+](=O)[O-])c1. Reaction SMILES: [CH2:3]([O:4][P:5]([O:6][CH2:7][CH3:8])(=[O:9])[CH2:11][C:12](=[O:13])[O:14][CH2:15][CH3:16])[CH3:10].[CH3:17][O:18][c:19]1[c:20]([N+:27](=[O:28])[O-:29])[cH:21][c:22]([CH:23]=[O:24])[cH:25][cH:26]1.[CH3:30][CH2:31][O:32][C:33](=[O:34])[CH3:35].[H-:1].[Na+:2].[O:36]1[CH2:37][CH2:38][CH2:39][CH2:40]1.[OH2:41]>>[CH:11]([C:12](=[O:13])[O:14][CH2:15][CH3:16])=[CH:23][c:22]1[cH:21][c:20]([N+:27](=[O:28])[O-:29])[c:19]([O:18][CH3:17])[cH:26][cH:25]1.